From a dataset of the Open Reaction Database (ORD), a public repository of structured organic reaction records. describe an organic reaction: reactants, conditions, products, and yield Reactants: C1(CCCCCC1)C1(SCCS1)C1=CC(=CC(=C1)OC)OC (2-Cycloheptyl-2-(3,5-dimethoxy-phenyl)-[1,3]dithiolane), C(CCC)C1(SCCS1)C=1C=C(C=C(C1)O)O (5-(2-Butyl-[1,3]dithiolan-2-yl)-benzene-1,3-diol). The solvent is CCCCCC.C(C)(=O)OCC (hexane ethyl acetate). The product is C1(CCCCCC1)C1(SCCS1)C=1C=C(C=C(C1)O)O (5-(2-Cycloheptyl-[1,3]dithiolan-2-yl)-benzene-1,3-diol). As a reaction SMILES: [CH:1]1([C:8]2([C:13]3[CH:18]=[C:17]([O:19]C)[CH:16]=[C:15]([O:21]C)[CH:14]=3)[S:12][CH2:11][CH2:10][S:9]2)[CH2:7][CH2:6][CH2:5][CH2:4][CH2:3][CH2:2]1.C(C1(C2C=C(O)C=C(O)C=2)SCCS1)CCC>CCCCCC.C(OCC)(=O)C>[CH:1]1([C:8]2([C:13]3[CH:14]=[C:15]([OH:21])[CH:16]=[C:17]([OH:19])[CH:18]=3)[S:9][CH2:10][CH2:11][S:12]2)[CH2:2][CH2:3][CH2:4][CH2:5][CH2:6][CH2:7]1 |f:2.3|. Reported procedure: Compound 19 was prepared from Compound 12 using the same procedure as described above for Compound 16. Yield 0.582 g (41.5%) as a waxy solid. Rf=0.28 (hexane:ethyl acetate 8:2); 1H NMR δ 6.85 (d, J=2.4 Hz, 2H), 6.22 (t, J=2.25 Hz, 1H), 5.16 (br s, 2H), 3.31–3.07 (m, 4H), 2.35–2.28 (m, 1H), 1.97–1.29 (m, 12H); 13C NMR δ 156.07, 149.33, 107.65, 101.25, 50.92, 39.00, 32.55, 27.70, 27.43; MS: (ESI, Pos.) m/z 333 ([M+23]+).